Dataset: the Open Reaction Database (ORD), a public repository of structured organic reaction records. Task: describe an organic reaction: reactants, conditions, products, and yield As a reaction SMILES: [C:1]1([NH:7][N:8]=[CH:9][C:10]2[CH:11]=[N:12][CH:13]=[CH:14][CH:15]=2)[CH:6]=[CH:5][CH:4]=[CH:3][CH:2]=1.[C:16](OC=O)(=[O:18])C.C(O)=O.C(OC(=O)C)(=O)C>C(Cl)Cl>[CH:16]([N:7]([C:1]1[CH:6]=[CH:5][CH:4]=[CH:3][CH:2]=1)[N:8]=[CH:9][C:10]1[CH:11]=[N:12][CH:13]=[CH:14][CH:15]=1)=[O:18]. Run at time 8 hour. Starting materials: C1(=CC=CC=C1)NN=CC=1C=NC=CC1 (3-Pyridinecarbaldehyde phenylhydrazone), C(=O)O (formic acid), C(C)(=O)OC(C)=O (acetic anhydride), C(C)(=O)OC=O (formic acetic anhydride). Procedure details: 9.85 g of 3 (prepared as described in Example 3) was dissolved in 50 ml of dry methylene chloride. 15 ml of formic acetic anhydride (prepared by mixing the appropriate amounts of formic acid and acetic anhydride) was added. The mixture was allowed to stand overnight at room temperature. The solvent was evaporated under reduced pressure. The residue was dissolved in ether. The solution was washed with sodium bicarbonate solution, dried (Na2SO4) and the solvent evaporated to give 4, as a white cry... The product is C(=O)N(N=CC=1C=NC=CC1)C1=CC=CC=C1 (3-Pyridinecarbaldehyde-N-formylphenylhydrazone). The solvent is C(Cl)Cl (methylene chloride). Reactants: BrC1=CC=C(C=C1)C1(CCOCC1)C#N (4-(4-bromophenyl)tetrahydro-2H-pyran-4-carbonitrile), C1(=CC=CC=C1)C(=N)C1=CC=CC=C1 (diphenylmethanimine), CC(C)(C)[O-].[Na+] (sodium 2-methylpropan-2-olate). The reagents and catalysts are C=1C=CC(=CC1)/C=C/C(=O)/C=C/C2=CC=CC=C2.C=1C=CC(=CC1)/C=C/C(=O)/C=C/C2=CC=CC=C2.C=1C=CC(=CC1)/C=C/C(=O)/C=C/C2=CC=CC=C2.[Pd].[Pd] (tris(dibenzylideneacetone)dipalladium(0)), C1(=CC=CC=C1)P(C1=C(C2=CC=CC=C2C=C1)C1=C(C=CC2=CC=CC=C12)P(C1=CC=CC=C1)C1=CC=CC=C1)C1=CC=CC=C1 (2,2′-bis(diphenylphosphino)-1,1′-binaphthyl). Solvent: C1(=CC=CC=C1)C (toluene), C(C)(=O)OCC (ethyl acetate). Run at temperature 90 celsius, time 10 hour. The product is NC1=CC=C(C=C1)C1(CCOCC1)C#N (4-(4-aminophenyl)tetrahydro-2H-pyran-4-carbonitrile). The yield is 70.4%. Reaction SMILES: Br[C:2]1[CH:7]=[CH:6][C:5]([C:8]2([C:14]#[N:15])[CH2:13][CH2:12][O:11][CH2:10][CH2:9]2)=[CH:4][CH:3]=1.C1(C(C2C=CC=CC=2)=[NH:23])C=CC=CC=1.CC([O-])(C)C.[Na+]>C1(C)C=CC=CC=1.C(OCC)(=O)C.C1C=CC(/C=C/C(/C=C/C2C=CC=CC=2)=O)=CC=1.C1C=CC(/C=C/C(/C=C/C2C=CC=CC=2)=O)=CC=1.C1C=CC(/C=C/C(/C=C/C2C=CC=CC=2)=O)=CC=1.[Pd].[Pd].C1(P(C2C=CC=CC=2)C2C=CC3C(=CC=CC=3)C=2C2C3C(=CC=CC=3)C=CC=2P(C2C=CC=CC=2)C2C=CC=CC=2)C=CC=CC=1>[NH2:23][C:2]1[CH:7]=[CH:6][C:5]([C:8]2([C:14]#[N:15])[CH2:13][CH2:12][O:11][CH2:10][CH2:9]2)=[CH:4][CH:3]=1 |f:2.3,6.7.8.9.10|. Procedure details: To a solution of 4-(4-bromophenyl)tetrahydro-2H-pyran-4-carbonitrile (1.7 g) obtained in Step A of Example 150, diphenylmethanimine (1.4 g), tris(dibenzylideneacetone)dipalladium(0) (88 mg) and 2,2′-bis(diphenylphosphino)-1,1′-binaphthyl (130 mg) in toluene (50 mL) was added sodium 2-methylpropan-2-olate (920 mg) under nitrogen atmosphere, and the mixture was stirred at 90° C. for 10 hr. The reaction mixture was diluted with ethyl acetate, and the insoluble substance was removed by filtration th... The reactants are C(=O)([O-])[O-].[K+].[K+] (K2CO3), solution, CC1=C2C=CC(OC2=CC(=C1)O)=O (5-methyl-7-hydroxycoumarin), C(=O)([O-])[O-].[K+].[K+] (K2CO3), C(C=C)Br (allyl bromide). The product is CC1=C2C=CC(OC2=CC(=C1)OCC=C)=O (5-methyl-7-allyloxycoumarin). Reaction SMILES: [CH3:1][C:2]1[CH:11]=[C:10]([OH:12])[CH:9]=[C:8]2[C:3]=1[CH:4]=[CH:5][C:6](=[O:13])[O:7]2.C([O-])([O-])=O.[K+].[K+].[CH2:20](Br)[CH:21]=[CH2:22]>>[CH3:1][C:2]1[CH:11]=[C:10]([O:12][CH2:22][CH:21]=[CH2:20])[CH:9]=[C:8]2[C:3]=1[CH:4]=[CH:5][C:6](=[O:13])[O:7]2 |f:1.2.3|. Procedure: A Me2CO (250 ml) solution of 5-methyl-7-hydroxycoumarin (I; 15.0 g) was reacted with allyl bromide (20 ml) in the presence of K2CO3 (5.0 g) by refluxing the mixture for 5 hours. After chilling the K2CO3 is filtered off and washed with fresh Me2CO. The pooled filtrate and acetonic washings were concentrated to dryness and the residue crystallized from cyclohexane giving 5-methyl-7-allyloxycoumarin (IV; 13.8 g; m.p. 83° ). ##STR7## Starting materials: CC(C)(C)[O-].[K+] (t-BuOK), CI (methyl iodide), CC=1NC2=NC=CC=C2C1 (2-methyl-7-azaindole), [Li]CCCC (n-BuLi), solution. Solvent: C(C)OCC (diethyl ether), hexanes. Run at time 40 minute. Yields the product C(C)C1=CC=2C(=NC=CC2)N1 (2-Ethyl-1H-pyrrolo[2,3-b]pyridine). As a reaction SMILES: [CH3:1][C:2]1[NH:3][C:4]2[C:9]([CH:10]=1)=[CH:8][CH:7]=[CH:6][N:5]=2.[Li][CH2:12]CCC.CC([O-])(C)C.[K+].CI>C(OCC)C>[CH2:1]([C:2]1[NH:3][C:4]2=[N:5][CH:6]=[CH:7][CH:8]=[C:9]2[CH:10]=1)[CH3:12] |f:2.3|. Procedure details: To a solution of 2-methyl-7-azaindole (1.32 g, 10 mmol) in dry diethyl ether (60 ml) at room temperature under an inert atmosphere is added n-BuLi (18.8 ml of a 1.6 M solution in hexanes, 30 mmol) followed by t-BuOK (2.24 g, 20 mmol). The reaction mixture is stirred at room temperature for 40 minutes and then cooled to −70° C. whereupon methyl iodide (1.25 ml, 20 mmol) is added dropwise. Stirring continues for a further 2 hours after which time, the reaction mixture is quenched with water (2 ml)... Reactants: COC=1C=C(C=CC1OC)C (3,4-dimethoxytoluene), [Al+3].[Cl-].[Cl-].[Cl-] (AlCl3), COC=1C=C(C=CC1OC)CC(=O)Cl (3,4-dimethoxyphenylacetyl chloride), COC=1C=C(C=CC1OC)CC(=O)O (3,4-dimethoxyphenylacetic acid). Run in C(=S)=S (CS2). Run at time 8 hour. The product is COC=1C(=C(C=CC1)C)OC (dimethoxytoluene). Isolated yield 80.0%. RXN SMILES: [CH3:1][O:2][C:3]1[CH:4]=[C:5](C)[CH:6]=[CH:7][C:8]=1[O:9][CH3:10].[Al+3].[Cl-].[Cl-].[Cl-].[CH3:16]OC1C=C(CC(Cl)=O)C=CC=1OC.COC1C=C(CC(O)=O)C=CC=1OC>C(=S)=S>[CH3:10][O:9][C:8]1[C:3]([O:2][CH3:1])=[C:4]([CH3:16])[CH:5]=[CH:6][CH:7]=1 |f:1.2.3.4|. Procedure: To a stirred solution of 35.6 g (0.24 mole) of 3,4-dimethoxytoluene and 14.6 g (0.11 mole) AlCl3 in 200 ml CS2 there was added dropwise over the course of 1 hr. 0.1 mole 3,4-dimethoxyphenylacetyl chloride (freshly prepared from 3,4-dimethoxyphenylacetic acid). The mixture was stirred overnight at 25°, poured into ice, and the resulting oil extracted into benzene. The extracts were dried and evaporated to yield a black viscous oil from which excess dimethoxytoluene was distilled in vacuo. After t... Starting materials: C1(=C(C=CC=C1)N)N (o-phenylenediamine), CSC(N(C1=CC=CC=C1)C1=CC=CC=C1)=N (S-methyl-N,N-diphenylisothiourea), 1l. Product: N(C1=CC=CC=C1)C=1NC2=C(N1)C=CC=C2 (2-anilinobenzimidazole), 9. The yield is 73.2%. RXN SMILES: [C:1]1([NH2:8])[CH:6]=[CH:5][CH:4]=[CH:3][C:2]=1[NH2:7].CS[C:11](=N)[N:12](C1C=CC=CC=1)[C:13]1[CH:18]=[CH:17][CH:16]=[CH:15][CH:14]=1>>[NH:12]([C:11]1[NH:7][C:2]2[CH:3]=[CH:4][CH:5]=[CH:6][C:1]=2[N:8]=1)[C:13]1[CH:18]=[CH:17][CH:16]=[CH:15][CH:14]=1. Procedure: Then, 101.2 g (0.973 mol) of o-phenylenediamine and 235.5 g (0.973 mol) of S-methyl-N,N-diphenylisothiourea were changed into a four-necked flask of 1l capacity, and reacted at 140° C. for 10 hours. The reaction product was cooled and filtered, and the filter cake was washed with xylene to obtain the aimed 2-anilinobenzimidazole having a melting point of 193.2°-194.5° C. in an yield of 149.2 9 (73.2%). The reactants are CN1N=CC(=C1NC(C1=CC=CC=C1)(C1=CC=CC=C1)C1=CC=CC=C1)NC(=O)NC1CN(C1)C(=O)OC(C)(C)C (tert-butyl 3-[({[1-methyl-5-(tritylamino)-1H-pyrazol-4-yl]amino}carbonyl)amino]-1-azetidinecarboxylate), NC1=NC(=NS1)/C(/C(=O)N[C@H]1[C@@H]2N(C(=C(CS2)CCl)C(=O)OCC2=CC=C(C=C2)OC)C1=O)=N/OC(C)(C)C(=O)OC(C)(C)C (4-methoxybenzyl 7β-[(Z)-2-(5-amino-1,2,4-thiadiazol-3-yl)-2-(1-tert-butoxycarbonyl-1-methylethoxyimino)acetamido]-3-chloromethyl-3-cephem-4-carboxylate), C[Si](NC(C)=O)(C)C (N-(trimethylsilyl)acetamide), [I-].[K+] (potassium-iodide). Solvent: CN(C=O)C (N,N-dimethylformamide), CN(C=O)C (N,N-dimethylformamide), C(C)(=O)OCC (ethyl acetate). Reaction conditions: time 30 minute. Yields the product NC=1N([N+](=CC1NC(=O)NC1CNC1)CC=1CS[C@H]2N(C1C(=O)[O-])C([C@H]2NC(\C(=N/OC(C)(C)C(=O)O)\C2=NSC(=N2)N)=O)=O)C (3-[(3-amino-4-{[(3-azetidinylamino)carbonyl]amino}-2-methyl-1-pyrazolio)methyl]-7β-[(Z)-2-(5-amino-1,2,4-thiadiazol-3-yl)-2-(1-carboxy-1-methylethoxyimino)acetamido]-3-cephem-4-carboxylate). Yield: 14.9%. Reaction SMILES: [NH2:1][C:2]1[S:6][N:5]=[C:4](/[C:7](=[N:34]/[O:35][C:36]([C:39]([O:41]C(C)(C)C)=[O:40])([CH3:38])[CH3:37])/[C:8]([NH:10][C@@H:11]2[C:32](=[O:33])[N:13]3[C:14]([C:20]([O:22]CC4C=CC(OC)=CC=4)=[O:21])=[C:15]([CH2:18]Cl)[CH2:16][S:17][C@H:12]23)=[O:9])[N:3]=1.C[Si](C)(C)NC(=O)C.[I-].[K+].[CH3:56][N:57]1[C:61]([NH:62]C(C2C=CC=CC=2)(C2C=CC=CC=2)C2C=CC=CC=2)=[C:60]([NH:82][C:83]([NH:85][CH:86]2[CH2:89][N:88](C(OC(C)(C)C)=O)[CH2:87]2)=[O:84])[CH:59]=[N:58]1>CN(C)C=O.C(OCC)(=O)C>[NH2:62][C:61]1[N:57]([CH3:56])[N+:58]([CH2:18][C:15]2[CH2:16][S:17][C@@H:12]3[C@H:11]([NH:10][C:8](=[O:9])/[C:7](/[C:4]4[N:3]=[C:2]([NH2:1])[S:6][N:5]=4)=[N:34]\[O:35][C:36]([C:39]([OH:41])=[O:40])([CH3:37])[CH3:38])[C:32](=[O:33])[N:13]3[C:14]=2[C:20]([O-:22])=[O:21])=[CH:59][C:60]=1[NH:82][C:83]([NH:85][CH:86]1[CH2:89][NH:88][CH2:87]1)=[O:84] |f:2.3|. Procedure details: To a solution of 4-methoxybenzyl 7β-[(Z)-2-(5-amino-1,2,4-thiadiazol-3-yl)-2-(1-tert-butoxycarbonyl-1-methylethoxyimino)acetamido]-3-chloromethyl-3-cephem-4-carboxylate (1.48 g) in N,N-dimethylformamide (3.0 ml) was added N-(trimethylsilyl)acetamide (1.42 g), and the mixture was stirred at room temperature for 30 minutes. To the solution was added potassium-iodide (504 mg) and the mixture was stirred at room temperature for 30 minutes. To the reaction mixture was added a solution of tert-butyl 3...